This data is from the Open Reaction Database (ORD), a public repository of structured organic reaction records. The task is: describe an organic reaction: reactants, conditions, products, and yield The solvent is O (water). Run at temperature 160 celsius. Product: N1=C(N=CC=C1)N[C@@H]1CC[C@H](CC1)N ((trans)-N1-(Pyrimidin-2-yl)cyclohexane-1,4-diamine). Reactants: [C@H]1(CC[C@H](CC1)N)N (trans-1,4-cyclohexanediamine), ClC1=NC=CC=N1 (2-chloropyrimidine). As a reaction SMILES: [C@H:1]1([NH2:8])[CH2:6][CH2:5][C@H:4]([NH2:7])[CH2:3][CH2:2]1.Cl[C:10]1[N:15]=[CH:14][CH:13]=[CH:12][N:11]=1>O>[N:11]1[CH:12]=[CH:13][CH:14]=[N:15][C:10]=1[NH:7][C@H:4]1[CH2:5][CH2:6][C@H:1]([NH2:8])[CH2:2][CH2:3]1. Procedure details: A stirred mixture of trans-1,4-cyclohexanediamine (1.50 g, 13.1 mmol) and 2-chloropyrimidine (500 mg, 4.37 mmol) was heated at 160° C. for 2 h then cooled to RT. The mixture was diluted with water, filtered, and the aqueous phase was extracted three times with ethyl acetate. The combined organic extracts were dried over sodium sulfate and concentrated to afford 22A (235 mg, 28%). MS (ES): m/z=193 [M+H]+. Isolated yield 28.0%. Starting materials: FC1=C(C(=CC=C1)C(F)(F)F)C1=CC(=CC(=C1)C1=NC=C(C=C1)C)C(=O)OC (methyl 2′-fluoro-5-(5-methylpyridin-2-yl)-6′-(trifluoromethyl)biphenyl-3-carboxylate), O1CCCC1 (Tetrahydrofuran), [OH-].[Li+] (Lithium hydroxide). Reaction conditions: temperature 50 celsius, time 2 day. Product: FC1=C(C(=CC=C1)C(F)(F)F)C1=CC(=CC(=C1)C1=NC=C(C=C1)C)C(=O)O (2′-Fluoro-5-(5-methylpyridin-2-yl)-6′-(trifluoromethyl)biphenyl-3-carboxylic acid). RXN SMILES: [F:1][C:2]1[CH:7]=[CH:6][CH:5]=[C:4]([C:8]([F:11])([F:10])[F:9])[C:3]=1[C:12]1[CH:17]=[C:16]([C:18]2[CH:23]=[CH:22][C:21]([CH3:24])=[CH:20][N:19]=2)[CH:15]=[C:14]([C:25]([O:27]C)=[O:26])[CH:13]=1.O1CCCC1.[OH-].[Li+]>>[F:1][C:2]1[CH:7]=[CH:6][CH:5]=[C:4]([C:8]([F:9])([F:11])[F:10])[C:3]=1[C:12]1[CH:17]=[C:16]([C:18]2[CH:23]=[CH:22][C:21]([CH3:24])=[CH:20][N:19]=2)[CH:15]=[C:14]([C:25]([OH:27])=[O:26])[CH:13]=1 |f:2.3|. Reported procedure: A round bottom flask was charged with methyl 2′-fluoro-5-(5-methylpyridin-2-yl)-6′-(trifluoromethyl)biphenyl-3-carboxylate (200.00 mg, 0.51368 mmol), Tetrahydrofuran (7.8 mL, 97 mmol) and Lithium hydroxide (36.906 mg, 1.5410 mmol) and the reaction stirred at room temperature over night and at 50° C. for two days. The reaction mixture was filtered over Sodium sulfate and the solvent removed under reduced pressure to get the acid as brown solid.